From a dataset of the Open Reaction Database (ORD), a public repository of structured organic reaction records. describe an organic reaction: reactants, conditions, products, and yield Reactants: C(C)(C)(C)OC([C@H]([C@H](C(C)C)O)N[C@H](CO)C1=CC=CC=C1)=O ((2S,3S)-3-Hydroxy-2-((1S)-2-hydroxy-1-phenyl-ethylamino)-4-methyl-pentanoic acid tert-butyl ester). The reagents and catalysts are [Pd] (palladium on carbon). Run in CO (methanol). The product is C(C)(C)(C)OC([C@H]([C@H](C(C)C)O)N)=O ((2S,3S)-2-amino-3-hydroxy-4-methyl-pentanoic acid tert-butyl ester). Isolated yield 87.1%. RXN SMILES: [C:1]([O:5][C:6](=[O:23])[C@@H:7]([NH:13][C@@H](C1C=CC=CC=1)CO)[C@@H:8]([OH:12])[CH:9]([CH3:11])[CH3:10])([CH3:4])([CH3:3])[CH3:2]>[Pd].CO>[C:1]([O:5][C:6](=[O:23])[C@@H:7]([NH2:13])[C@@H:8]([OH:12])[CH:9]([CH3:10])[CH3:11])([CH3:2])([CH3:4])[CH3:3]. Procedure details: (2S,3S)-3-Hydroxy-2-((1S)-2-hydroxy-1-phenyl-ethylamino)-4-methyl-pentanoic acid tert-butyl ester (450 mg, 1.39 mmole, obtained from Reference Example 12) was hydrogenated using 10% palladium on carbon (120 mg) in methanol (100 ml) under atmospheric pressure at room temperature. The catalyst was removed by filtration, and the filtrate was concentrated in vacuo. The residue was chromatographed (flash column, silica gel, 20-30% methanol in diethyl ether) to give (2S,3S)-2-amino-3-hydroxy-4-methyl-... Run at temperature 0 celsius, time 30 minute. Procedure details: Boron tribromide (1M in DCM, 48.0 mL, 48.0 mmol) was added dropwise to a solution of 1-(2,5-dimethoxyphenyl)-2-(3-methoxyphenyl)ethanone (3.35 g, 11.7 mmol) in DCM (50 mL) at −78° C. The reaction mixture was warmed to 0° C., stirred for 30 min, re-cooled to −78° C., and then quenched with methanol (15 mL). The reaction mixture was warmed to room temperature, concentrated under reduced pressure and purified by silica gel chromatography to give 1-(2,5-dihydroxyphenyl)-2-(3-hydroxyphenyl)ethanone (... The reactants are B(Br)(Br)Br (Boron tribromide), COC1=C(C=C(C=C1)OC)C(CC1=CC(=CC=C1)OC)=O (1-(2,5-dimethoxyphenyl)-2-(3-methoxyphenyl)ethanone). RXN SMILES: B(Br)(Br)Br.C[O:6][C:7]1[CH:12]=[CH:11][C:10]([O:13]C)=[CH:9][C:8]=1[C:15](=[O:25])[CH2:16][C:17]1[CH:22]=[CH:21][CH:20]=[C:19]([O:23]C)[CH:18]=1>C(Cl)Cl>[OH:6][C:7]1[CH:12]=[CH:11][C:10]([OH:13])=[CH:9][C:8]=1[C:15](=[O:25])[CH2:16][C:17]1[CH:22]=[CH:21][CH:20]=[C:19]([OH:23])[CH:18]=1. Yield: 62.3%. Run in C(Cl)Cl (DCM). The product is OC1=C(C=C(C=C1)O)C(CC1=CC(=CC=C1)O)=O (1-(2,5-dihydroxyphenyl)-2-(3-hydroxyphenyl)ethanone). Starting materials: C(C)(C)(C)OC(=O)N1CCC(CC1)CCCC=1C=NC2=CC=CC=C2C1 (1-(t-butoxycarbonyl)-4-(3-(quinolin-3-yl)propyl)piperidine), Cl (HCl). Solvent: CO (methanol). Yields the product Cl.Cl.N1=CC(=CC2=CC=CC=C12)CCCC1CCNCC1 (4-(3-(Quinolin-3-yl)propyl)piperidine di-hydrochloride salt). As a reaction SMILES: C(OC([N:8]1[CH2:13][CH2:12][CH:11]([CH2:14][CH2:15][CH2:16][C:17]2[CH:18]=[N:19][C:20]3[C:25]([CH:26]=2)=[CH:24][CH:23]=[CH:22][CH:21]=3)[CH2:10][CH2:9]1)=O)(C)(C)C.[ClH:27]>CO>[ClH:27].[ClH:27].[N:19]1[C:20]2[C:25](=[CH:24][CH:23]=[CH:22][CH:21]=2)[CH:26]=[C:17]([CH2:16][CH2:15][CH2:14][CH:11]2[CH2:12][CH2:13][NH:8][CH2:9][CH2:10]2)[CH:18]=1 |f:3.4.5|. Procedure: A solution of 1-(t-butoxycarbonyl)-4-(3-(quinolin-3-yl)propyl)piperidine from Step A (240 mg, 0.68 mmol) in 1M HCl solution (8 mL) in methanol was stirred at rt for 48 h. The solution was concentrated and the residue crystallized from ethyl acetate to afford the title compound (182 mg), Starting materials: ClCC(=O)NC1=CC=C(C(=O)CCC(=O)O)C=C1 (β-(p-chloroacetylaminobenzoyl)-propionic acid), O.NN (hydrazine hydrate). The solvent is C(C)O (ethanol). Yields the product ClCC(=O)NC1=CC=C(C=C1)C=1CCC(NN1)=O (6-(p-chloroacetylaminophenyl)-4,5-dihydropyridaz-3-one). Yield: 83.9%. RXN SMILES: [Cl:1][CH2:2][C:3]([NH:5][C:6]1[CH:18]=[CH:17][C:9]([C:10]([CH2:12][CH2:13][C:14](O)=[O:15])=O)=[CH:8][CH:7]=1)=[O:4].O.[NH2:20][NH2:21]>C(O)C>[Cl:1][CH2:2][C:3]([NH:5][C:6]1[CH:18]=[CH:17][C:9]([C:10]2[CH2:12][CH2:13][C:14](=[O:15])[NH:20][N:21]=2)=[CH:8][CH:7]=1)=[O:4] |f:1.2|. Procedure details: 4.0 g (14.8 millimoles) of β-(p-chloroacetylaminobenzoyl)-propionic acid are refluxed with 0.74 g (14.8 millimoles) of hydrazine hydrate and 70 ml of ethanol for 3 hours. After filtering off the product at 10° C. and drying it under reduced pressure at 50° C., 3.3 g (84% of theory) of 6-(p-chloroacetylaminophenyl)-4,5-dihydropyridaz-3-one are obtained as pale yellow crystals (identical with the compound from Example 1, according to its melting point and infrared and NMR spectra). Starting materials: CC(C)Br, COc1ccc(-c2nc(S)[nH]c2-c2ccncc2)cc1, CN(C)C=O, [H-], [Na+], O. Product: COc1ccc(-c2nc(SC(C)C)[nH]c2-c2ccncc2)cc1. As a reaction SMILES: [Br:28][CH:29]([CH3:30])[CH3:31].[CH3:1][O:2][c:3]1[cH:4][cH:5][c:6](-[c:9]2[n:10][c:11]([SH:20])[nH:12][c:13]2-[c:14]2[cH:15][cH:16][n:17][cH:18][cH:19]2)[cH:7][cH:8]1.[CH3:21][N:22]([CH3:23])[CH:24]=[O:25].[H-:26].[Na+:27].[OH2:32]>>[CH3:1][O:2][c:3]1[cH:4][cH:5][c:6](-[c:9]2[n:10][c:11]([S:20][CH:29]([CH3:30])[CH3:31])[nH:12][c:13]2-[c:14]2[cH:15][cH:16][n:17][cH:18][cH:19]2)[cH:7][cH:8]1. Reactants: O=C(Cl)c1ccccc1[N+](=O)[O-], Nc1cnccc1Cl, C1CCOC1, c1ccncc1. Yields the product O=C(Nc1cnccc1Cl)c1ccccc1[N+](=O)[O-]. As a reaction SMILES: [N+:9](=[O:10])([O-:11])[c:12]1[c:13]([C:14](=[O:15])[Cl:16])[cH:17][cH:18][cH:19][cH:20]1.[NH2:1][c:2]1[cH:3][n:4][cH:5][cH:6][c:7]1[Cl:8].[O:27]1[CH2:28][CH2:29][CH2:30][CH2:31]1.[cH:21]1[cH:22][cH:23][n:24][cH:25][cH:26]1>>[NH:1]([c:2]1[cH:3][n:4][cH:5][cH:6][c:7]1[Cl:8])[C:14]([c:13]1[c:12]([N+:9](=[O:10])[O-:11])[cH:20][cH:19][cH:18][cH:17]1)=[O:15]. The reactants are C(C)(C)OP(=O)(OC(C)C)/C=C/CCON1C2=NC=NC(=C2N=C1)N ((E)-9-[4-(diisopropoxyphosphoryl)but-3-enyloxy]adenine), Br[Si](C)(C)C (bromotrimethylsilane). Run in ClCCl (dichloromethane). Reaction conditions: time 18 hour. Yields the product P(=O)(O)(O)/C=C/CCON1C2=NC=NC(=C2N=C1)N ((E)-9-(4-phosphonobut-3-enyloxy)adenine). The yield is 84.0%. Reaction SMILES: C([O:4][P:5](/[CH:11]=[CH:12]/[CH2:13][CH2:14][O:15][N:16]1[CH:24]=[N:23][C:22]2[C:17]1=[N:18][CH:19]=[N:20][C:21]=2[NH2:25])([O:7]C(C)C)=[O:6])(C)C.Br[Si](C)(C)C>ClCCl>[P:5](/[CH:11]=[CH:12]/[CH2:13][CH2:14][O:15][N:16]1[CH:24]=[N:23][C:22]2[C:17]1=[N:18][CH:19]=[N:20][C:21]=2[NH2:25])([OH:6])([OH:7])=[O:4]. Reported procedure: To a solution of (E)-9-[4-(diisopropoxyphosphoryl)but-3-enyloxy]adenine (105 mg, 284 μmol) in dichloromethane was added bromotrimethylsilane (0.87 g, 5.68 mmol). The resulting white suspension was stirred at room temperature under dry nitrogen for 18 hr. The solution was evaporated to dryness and the residue azeotroped with methanol (×3). The residue was purified by column chromatography on reverse phase silica gel eluting with water to give (E)-9-(4-phosphonobut-3-enyloxy)adenine as a white sol... The reactants are C(C)N1C=C(C(C2=CC(=CN=C12)C=1C=NC(=CC1C=1SC=C(N1)C(F)(F)F)NC(NCC)=O)=O)C(=O)OCC (ethyl 1-ethyl-6-{6-[(ethylcarbamoyl)amino]-4-[4-(trifluoromethyl)-1,3-thiazol-2-yl]pyridin-3-yl}-4-oxo-1,4-dihydro-1,8-naphthyridine-3-carboxylate). Solvent: C(C)O (ethanol). Conditions: temperature 90 celsius. Product: C(C)N1C=C(C(C2=CC(=CN=C12)C=1C=NC(=CC1C=1SC=C(N1)C(F)(F)F)NC(NCC)=O)=O)C(=O)O (1-ethyl-6-{6-[(ethylcarbamoyl)amino]-4-[4-(trifluoromethyl)-1,3-thiazol-2-yl]pyridin-3-yl}-4-oxo-1,4-dihydro-1,8-naphthyridine-3-carboxylic acid). Isolated yield 77.4%. RXN SMILES: [CH2:1]([N:3]1[C:12]2[C:7](=[CH:8][C:9]([C:13]3[CH:14]=[N:15][C:16]([NH:28][C:29](=[O:33])[NH:30][CH2:31][CH3:32])=[CH:17][C:18]=3[C:19]3[S:20][CH:21]=[C:22]([C:24]([F:27])([F:26])[F:25])[N:23]=3)=[CH:10][N:11]=2)[C:6](=[O:34])[C:5]([C:35]([O:37]CC)=[O:36])=[CH:4]1)[CH3:2]>C(O)C>[CH2:1]([N:3]1[C:12]2[C:7](=[CH:8][C:9]([C:13]3[CH:14]=[N:15][C:16]([NH:28][C:29](=[O:33])[NH:30][CH2:31][CH3:32])=[CH:17][C:18]=3[C:19]3[S:20][CH:21]=[C:22]([C:24]([F:26])([F:27])[F:25])[N:23]=3)=[CH:10][N:11]=2)[C:6](=[O:34])[C:5]([C:35]([OH:37])=[O:36])=[CH:4]1)[CH3:2]. Procedure details: To a stirred suspension of ethyl 1-ethyl-6-{6-[(ethylcarbamoyl)amino]-4-[4-(trifluoromethyl)-1,3-thiazol-2-yl]pyridin-3-yl}-4-oxo-1,4-dihydro-1,8-naphthyridine-3-carboxylate (Example 3, 150 mg, 0.267 mmol) in ethanol (10 mL) 10% potassium hydroxide (0.56 mL) was added. The reaction mixture was heated to 90° C. for 1 h. After completion of the reaction, the reaction mixture was cooled to room temperature then concentrated under reduced pressure to a residue. The residue was diluted with water and... Starting materials: C12(CC3CC(CC(C1)C3)C2)OCC(O)=C2C(OC(OC2=O)(C)C)=O (5-[2-(adamantan-1-yloxy)-1-hydroxy-ethylidene]-2,2-dimethyl-[1,3]dioxane-4,6-dione), COC(C1=CC(=CC=C1)N)=O (3-amino-benzoic acid methyl ester). The reagents and catalysts are CN(C)C=1C=CN=CC1 (DMAP). Solvent: C1=CC=CC=C1 (benzene). The product is COC(C1=CC=CC(=C1)NC(CC(COC12CC3CC(CC(C1)C3)C2)=O)=O)=O (5-[4-(Adamantan-1-yloxy)-3-oxo-butyrylamino]-benzoic acid methyl ester). Isolated yield 68.4%. RXN SMILES: [C:1]12([O:11][CH2:12][C:13](=[C:15]3[C:20](=[O:21])OC(C)(C)OC3=O)[OH:14])[CH2:10][CH:5]3[CH2:6][CH:7]([CH2:9][CH:3]([CH2:4]3)[CH2:2]1)[CH2:8]2.[CH3:25][O:26][C:27](=[O:35])[C:28]1[CH:33]=[CH:32][CH:31]=[C:30]([NH2:34])[CH:29]=1>CN(C1C=CN=CC=1)C.C1C=CC=CC=1>[CH3:25][O:26][C:27](=[O:35])[C:28]1[CH:29]=[C:30]([NH:34][C:20](=[O:21])[CH2:15][C:13](=[O:14])[CH2:12][O:11][C:1]23[CH2:10][CH:5]4[CH2:4][CH:3]([CH2:9][CH:7]([CH2:6]4)[CH2:8]2)[CH2:2]3)[CH:31]=[CH:32][CH:33]=1. Reported procedure: A mixture of 5-[2-(adamantan-1-yloxy)-1-hydroxy-ethylidene]-2,2-dimethyl-[1,3]dioxane-4,6-dione (27.27 g, 81.1 mmol), 3-amino-benzoic acid methyl ester (11.68 g, 77.2 mmol) and DMAP (cat.) in benzene (550 mL) was heated at reflux for 2 hours. The mixture was allowed to cool to room temperature. The solvent was removed by evaporation at reduced to give the crude product as a red oil. Purification by flash column chromatography (DCM:ethyl acetate 6:1) yielded the title compound as a yellow foam (2... Reactants: C(C1=CC=CC=C1)OC(=O)N[C@@H](CC1=CC=CC=C1)C(=O)O (N-benzyloxycarbonyl-L-phenylalanine), C(C)N1CCOCC1 (4-ethylmorpholine), [N+](=O)([O-])C1=CC=C(C=C1)OC(=O)ON=C(C(=O)OCC)C#N (ethyl 2-p-nitrophenyloxycarbonyloxyimino-2-cyanoacetate). The solvent is C(Cl)Cl (methylene chloride). The product is [N+](=O)([O-])C1=CC=C(C=C1)OC([C@@H](NC(=O)OCC1=CC=CC=C1)CC1=CC=CC=C1)=O (N-benzyloxycarbonyl-L-phenylalanine p-nitrophenyl ester). Yield: 47.5%. RXN SMILES: [CH2:1]([O:8][C:9]([NH:11][C@H:12]([C:20]([OH:22])=[O:21])[CH2:13][C:14]1[CH:19]=[CH:18][CH:17]=[CH:16][CH:15]=1)=[O:10])[C:2]1[CH:7]=[CH:6][CH:5]=[CH:4][CH:3]=1.C(N1CCOCC1)C.[N+:31]([C:34]1[CH:39]=[CH:38][C:37](OC(ON=C(C#N)C(OCC)=O)=O)=[CH:36][CH:35]=1)([O-:33])=[O:32]>C(Cl)Cl>[N+:31]([C:34]1[CH:39]=[CH:38][C:37]([O:21][C:20](=[O:22])[C@H:12]([CH2:13][C:14]2[CH:19]=[CH:18][CH:17]=[CH:16][CH:15]=2)[NH:11][C:9]([O:8][CH2:1][C:2]2[CH:3]=[CH:4][CH:5]=[CH:6][CH:7]=2)=[O:10])=[CH:36][CH:35]=1)([O-:33])=[O:32]. Reported procedure: to a solution of N-benzyloxycarbonyl-L-phenylalanine (1.5 g) and 4-ethylmorpholine (0.63 ml) in dry methylene chloride (20 ml), ethyl 2-p-nitrophenyloxycarbonyloxyimino-2-cyanoacetate (1.55 g) is added at room temperature while stirring. The resulting mixture is stirred for 3 hours and extracted with ethyl acetate. The extract is washed with water, dried and concentrated. The residue is triturated with ethanol, and the obtained powder is collected by filtration and dried to give N-benzyloxycarbo...